Dataset: the Open Reaction Database (ORD), a public repository of structured organic reaction records. Task: describe an organic reaction: reactants, conditions, products, and yield Starting materials: NC1N=C(C2=C(N(C1=O)CC(F)(F)F)C=CC=C2)C2=C(C=CC=C2)F (3-amino-5-(2-fluoro-phenyl)-1-(2,2,2-trifluoroethyl)-2-oxo-1,3-dihydro-2H-benzo[e][1,4]diazepine), (S)-3-amino-1-methyl-5-phenyl-1,3dihydro-2H-benzole, N=1C(C=NC=CC1)=O ([1,4]diazepin-2-one), ClC=1C=C(C[C@@H](C(=O)O)CC=C)C=CC1Cl ((2S)-2-(3,4-dichlorobenzyl)-pent-4-enoic acid). Product: FC1=C(C=CC=C1)C=1C2=C(N(C([C@H](N1)NC(C(CC=C)CC1=CC(=C(C=C1)Cl)Cl)=O)=O)CC(F)(F)F)C=CC=C2 (2-(3,4-Dichlorobenzyl)-pent4-enoic acid [(S)-5-(2-fluorophenyl)-2-oxo-1-(2,2,2-trifluoroethyl)-2,3-dihydro-1H-benzo[e][1,4]diazepin-3-yl]-amide). RXN SMILES: [NH2:1][CH:2]1[C:8](=[O:9])[N:7]([CH2:10][C:11]([F:14])([F:13])[F:12])[C:6]2[CH:15]=[CH:16][CH:17]=[CH:18][C:5]=2[C:4]([C:19]2[CH:24]=[CH:23][CH:22]=[CH:21][C:20]=2[F:25])=[N:3]1.N1C(=O)C=NC=CC=1.[Cl:34][C:35]1[CH:36]=[C:37]([CH:46]=[CH:47][C:48]=1[Cl:49])[CH2:38][C@H:39]([CH2:43][CH:44]=[CH2:45])[C:40](O)=[O:41]>>[F:25][C:20]1[CH:21]=[CH:22][CH:23]=[CH:24][C:19]=1[C:4]1[C:5]2[CH:18]=[CH:17][CH:16]=[CH:15][C:6]=2[N:7]([CH2:10][C:11]([F:14])([F:12])[F:13])[C:8](=[O:9])[C@@H:2]([NH:1][C:40](=[O:41])[CH:39]([CH2:38][C:37]2[CH:46]=[CH:47][C:48]([Cl:49])=[C:35]([Cl:34])[CH:36]=2)[CH2:43][CH:44]=[CH2:45])[N:3]=1. Reported procedure: Prepared from 3-amino-5-(2-fluoro-phenyl)-1-(2,2,2-trifluoroethyl)-2-oxo-1,3-dihydro-2H-benzo[e][1,4]diazepine [available in an analogous fashion to (S)-3-amino-1-methyl-5-phenyl-1,3dihydro-2H-benzole][1,4]diazepin-2-one (i.e. J. Org. Chem. 1987, 52, 3232)] and (2S)-2-(3,4-dichlorobenzyl)-pent-4-enoic acid using the procedure of Step 1E shown in Scheme 1. Starting materials: O=C([O-])[O-], CC(C)C(=O)Cl, ClCCl, [K+], [K+], Nc1cccc(-c2ccc(C(=O)O)cc2)c1, [Na+], [OH-]. The product is CC(C)C(=O)Nc1cccc(-c2ccc(C(=O)O)cc2)c1. RXN SMILES: [C:17](=[O:18])([O-:19])[O-:20].[C:23]([CH:24]([CH3:25])[CH3:26])(=[O:27])[Cl:28].[Cl:29][CH2:30][Cl:31].[K+:21].[K+:22].[NH2:1][c:2]1[cH:3][c:4](-[c:8]2[cH:9][cH:10][c:11]([C:14](=[O:15])[OH:16])[cH:12][cH:13]2)[cH:5][cH:6][cH:7]1.[Na+:33].[OH-:32]>>[NH:1]([c:2]1[cH:3][c:4](-[c:8]2[cH:9][cH:10][c:11]([C:14](=[O:15])[OH:16])[cH:12][cH:13]2)[cH:5][cH:6][cH:7]1)[C:23]([CH:24]([CH3:25])[CH3:26])=[O:27]. The reactants are CC1=NC2=C(C=CC=C2C(N1)=O)[N+](=O)[O-] (2-methyl-8-nitroquinazolin-4(3H)-one), O=P(Cl)(Cl)Cl (POCl3). Solvent: C1(=CC=CC=C1)C (toluene). Yields the product ClC1=NC(=NC2=C(C=CC=C12)[N+](=O)[O-])C (4-chloro-2-methyl-8-nitroquinazoline). Yield: 55.0%. RXN SMILES: [CH3:1][C:2]1[NH:11][C:10](=O)[C:9]2[C:4](=[C:5]([N+:13]([O-:15])=[O:14])[CH:6]=[CH:7][CH:8]=2)[N:3]=1.O=P(Cl)(Cl)[Cl:18]>C1(C)C=CC=CC=1>[Cl:18][C:10]1[C:9]2[C:4](=[C:5]([N+:13]([O-:15])=[O:14])[CH:6]=[CH:7][CH:8]=2)[N:3]=[C:2]([CH3:1])[N:11]=1. Procedure: To a solution of 2-methyl-8-nitroquinazolin-4(3H)-one (250 mg, 1.22 mmol) in toluene (1 mL) was added POCl3 (374 mg, 2.44 mmol) and the reaction mixture was heated at reflux for 10 h. Then the reaction mixture was concentrated and triturated with Et2O. The precipitate obtained was filtered and dried to afford 150 mg of the title product. 1H NMR (300 MHz, DMSO-d6): δ 8.60-8.58 (d, J=7.8 Hz, 1H), 8.52-8.49 (d, J=9.0 Hz, 1H), 7.95-7.89 (t, J=7.8 Hz, 1H), 2.75 (s, 3H). Reactants: C(C)#N (acetonitrile), C([O-])(O)=O.[K+] (potassium bicarbonate), erythro-α-(2-piperidyl)phenylmethanol, C(C1=CC=CC=C1)(C1=CC=CC=C1)Br (benzhydryl bromide), CN(P(=O)(N(C)C)N(C)C)C (hexamethylphosphoramide). The solvent is O (water). Yields the product hydrochloride salt, C(C1=CC=CC=C1)(C1=CC=CC=C1)N1C(CCCC1)C(C1=CC=CC=C1)O (1-benzhydryl-2-(α-hydroxybenzyl)piperidine). RXN SMILES: [CH:1](Br)([C:8]1[CH:13]=[CH:12][CH:11]=[CH:10][CH:9]=1)[C:2]1[CH:7]=[CH:6][CH:5]=[CH:4][CH:3]=1.[C:15](=[O:18])(O)[O-].[K+].[C:20](#N)[CH3:21].[CH3:23][N:24]([CH3:33])P(N(C)C)(N(C)C)=O>O>[CH:1]([N:24]1[CH2:33][CH2:6][CH2:5][CH2:4][CH:23]1[CH:15]([OH:18])[C:21]1[CH:20]=[CH:3][CH:2]=[CH:1][CH:8]=1)([C:8]1[CH:13]=[CH:12][CH:11]=[CH:10][CH:9]=1)[C:2]1[CH:7]=[CH:6][CH:5]=[CH:4][CH:3]=1 |f:1.2|. Procedure: Reflux under an inert atmosphere for 190 hrs. a stirred suspension of 1.89 g. of erythro-α-(2-piperidyl)phenylmethanol, 2.25 g. of benzhydryl bromide, and 1.00 g. of potassium bicarbonate in 100 ml. of dry acetonitrile containing 14 ml. hexamethylphosphoramide. Cool to room temperature, pour into water, and extract with ether. Wash the extract successively with water and brine and dry over anhydrous sodium sulfate. Acidify the dry ether solution with 4.4 ml. of 1.9 M ethereal HCl. Filter and was... The reactants are COC(=O)CBr, O=C([O-])[O-], CC#N, [I-], [K+], [K+], [K+], Oc1ccc(CCc2nc(-c3ccccc3)c(-c3ccccc3)o2)cc1. Yields the product COC(=O)COc1ccc(CCc2nc(-c3ccccc3)c(-c3ccccc3)o2)cc1. RXN SMILES: [Br:27][CH2:28][C:29](=[O:30])[O:31][CH3:32].[C:33](=[O:34])([O-:35])[O-:36].[CH3:41][C:42]#[N:43].[I-:40].[K+:37].[K+:38].[K+:39].[c:1]1(-[c:7]2[n:8][c:9]([CH2:18][CH2:19][c:20]3[cH:21][cH:22][c:23]([OH:26])[cH:24][cH:25]3)[o:10][c:11]2-[c:12]2[cH:13][cH:14][cH:15][cH:16][cH:17]2)[cH:2][cH:3][cH:4][cH:5][cH:6]1>>[c:1]1(-[c:7]2[n:8][c:9]([CH2:18][CH2:19][c:20]3[cH:21][cH:22][c:23]([O:26][CH2:28][C:29](=[O:30])[O:31][CH3:32])[cH:24][cH:25]3)[o:10][c:11]2-[c:12]2[cH:13][cH:14][cH:15][cH:16][cH:17]2)[cH:2][cH:3][cH:4][cH:5][cH:6]1. Starting materials: O (water), NN1C2=CC(=CC=C2C=2C=CN=CC12)Cl (9-amino-7-chloro-β-carboline), Cl.C(C1=CN=CC=C1)Cl (nicotinyl chloride hydrochloride), N1=CC=CC=C1 (pyridine), O (water), [OH-].[Na+] (NaOH). Reaction conditions: time 20 hour. Product: ClC=1C=C2C=3C=CN=CC3NC2=C(C1)NC(C1=CN=CC=C1)=O (N-(6-Chloro-9H-β-carbolin-8-yl)-nicotinamide). As a reaction SMILES: N[N:2]1[C:14]2[CH:13]=[N:12][CH:11]=[CH:10][C:9]=2[C:8]2[C:3]1=[CH:4][C:5](Cl)=[CH:6][CH:7]=2.[ClH:16].C(Cl)C1C=C[CH:21]=[N:20]C=1.[OH2:25].[OH-].[Na+].[N:28]1[CH:33]=[CH:32][CH:31]=[CH:30][CH:29]=1>>[Cl:16][C:6]1[CH:7]=[C:8]2[C:3](=[C:4]([NH:20][C:21](=[O:25])[C:30]3[CH:31]=[CH:32][CH:33]=[N:28][CH:29]=3)[CH:5]=1)[NH:2][C:14]1[CH:13]=[N:12][CH:11]=[CH:10][C:9]2=1 |f:1.2,4.5|. Procedure details: To a cold (3-5° C) solution of 9-amino-7-chloro-β-carboline (2.75 g, 12.7 mmol) in pyridine (150 ml) was added nicotinyl chloride hydrochloride (2.82 g, 15.8 mmol). The reaction was allowed to warm to RT and stirred for 20 h before diluting the reaction with water (100 ml) and 1M NaOH (25 ml). After stirring for 1 h at RT, the mixture was poured into water (200 ml). The mixture was allowed to stand for 1 h and the product was filtered to provide 3.80 g of the title compound after washing with wa... Reactants: COC1=CC=C(C=2C(CCC(C12)(C)C)(C)C)O (4-methoxy-5,5,8,8-tetramethyl-5,6,7,8-tetrahydro-1-naphthalenol), C(C1=CC=CC=C1)(=O)Cl (benzoyl chloride), [Cl-].[Al+3].[Cl-].[Cl-] (aluminum chloride). The solvent is ClCCCl (1,2-dichloroethane). Yields the product C(C1=CC=CC=C1)C1=C(C=2C(CCC(C2C(=C1)OC)(C)C)(C)C)O (2-benzyl-4-methoxy-5,5,8,8-tetramethyl-5,6,7,8-tetrahydro-1-naphthalenol). RXN SMILES: [CH3:1][O:2][C:3]1[C:12]2[C:11]([CH3:14])([CH3:13])[CH2:10][CH2:9][C:8]([CH3:16])([CH3:15])[C:7]=2[C:6]([OH:17])=[CH:5][CH:4]=1.[C:18](Cl)(=O)[C:19]1[CH:24]=[CH:23][CH:22]=[CH:21][CH:20]=1.[Cl-].[Al+3].[Cl-].[Cl-]>ClCCCl>[CH2:18]([C:5]1[CH:4]=[C:3]([O:2][CH3:1])[C:12]2[C:11]([CH3:13])([CH3:14])[CH2:10][CH2:9][C:8]([CH3:16])([CH3:15])[C:7]=2[C:6]=1[OH:17])[C:19]1[CH:24]=[CH:23][CH:22]=[CH:21][CH:20]=1 |f:2.3.4.5|. Procedure details: To a solution cooled to +5° C. of 23.44 g (0.1 mole) of 4-methoxy-5,5,8,8-tetramethyl-5,6,7,8-tetrahydro-1-naphthalenol, obtained in Example I, in 400 cm3 of anhydrous 1,2-dichloroethane and 11.7 cm3 (14.06 g=0.1 mole) of benzoyl chloride, there are added, by portions, 16 g (0.12 mole) of anhydrous aluminum chloride over a period of about 30 minutes.